This data is from the Open Reaction Database (ORD), a public repository of structured organic reaction records. The task is: describe an organic reaction: reactants, conditions, products, and yield Reactants: [BH4-].[Na+] (Sodium borohydride), ClC=1C=C2C(=NC1C1=CC=C(C=C1)C1=CC=CC=C1)N=C(N2COCC[Si](C)(C)C)O[C@@H]2CO[C@H]1[C@@H]2OC[C@H]1OCC=O (2-[[(3R,3aR,6R,6aR)-6-[6-chloro-5-(4-phenylphenyl)-1-(2-trimethylsilylethoxymethyl)imidazo[4,5-b]pyridin-2-yl]oxy-2,3,3a,5,6,6a-hexahydrofuro[3,2-b]furan-3-yl]oxy]acetaldehyde). Solvent: CO (MeOH). Reaction conditions: temperature 0 celsius, time 1.5 hour. Product: ClC=1C=C2C(=NC1C1=CC=C(C=C1)C1=CC=CC=C1)N=C(N2COCC[Si](C)(C)C)O[C@@H]2CO[C@H]1[C@@H]2OC[C@H]1OCCO (2-[[(3R,3aR,6R,6aR)-6-[6-chloro-5-(4-phenylphenyl)-1-(2-trimethylsilylethoxy-methyl)imidazo[4,5-b]pyridin-2-yl]oxy-2,3,3a,5,6,6a-hexahydrofuro[3,2-b]furan-3-yl]oxy]ethanol). Reaction SMILES: [BH4-].[Na+].[Cl:3][C:4]1[CH:5]=[C:6]2[N:24]([CH2:25][O:26][CH2:27][CH2:28][Si:29]([CH3:32])([CH3:31])[CH3:30])[C:23]([O:33][C@H:34]3[C@H:38]4[O:39][CH2:40][C@@H:41]([O:42][CH2:43][CH:44]=[O:45])[C@H:37]4[O:36][CH2:35]3)=[N:22][C:7]2=[N:8][C:9]=1[C:10]1[CH:15]=[CH:14][C:13]([C:16]2[CH:21]=[CH:20][CH:19]=[CH:18][CH:17]=2)=[CH:12][CH:11]=1>CO>[Cl:3][C:4]1[CH:5]=[C:6]2[N:24]([CH2:25][O:26][CH2:27][CH2:28][Si:29]([CH3:32])([CH3:31])[CH3:30])[C:23]([O:33][C@H:34]3[C@H:38]4[O:39][CH2:40][C@@H:41]([O:42][CH2:43][CH2:44][OH:45])[C@H:37]4[O:36][CH2:35]3)=[N:22][C:7]2=[N:8][C:9]=1[C:10]1[CH:15]=[CH:14][C:13]([C:16]2[CH:21]=[CH:20][CH:19]=[CH:18][CH:17]=2)=[CH:12][CH:11]=1 |f:0.1|. Reported procedure: Sodium borohydride (3.1 mg, 0.082 mmol) was added to a stirred solution of 2-[[(3R,3aR,6R,6aR)-6-[6-chloro-5-(4-phenylphenyl)-1-(2-trimethylsilylethoxymethyl)imidazo[4,5-b]pyridin-2-yl]oxy-2,3,3a,5,6,6a-hexahydrofuro[3,2-b]furan-3-yl]oxy]acetaldehyde (11.1 mg, 0.018 mmol) in MeOH (0.3 ml) that had been cooled to 0° C. in an ice bath. After 1.5 hours, the reaction mixture was removed from the ice bath and allowed to warm to room temperature. The reaction mixture was evaporated under reduced press... Reactants: [OH-].[Na+] (sodium hydroxide), CN1C=2C(C(NC3=C1C=CC=C3)=O)=CSC2 (4,9-dihydro-4-methyl-10H-thieno[3,4-b][1,5]benzodiazepin-10-one), O1CCCC1 (tetrahydrofuran), O1CCCC1 (tetrahydrofuran), [H-].[Al+3].[Li+].[H-].[H-].[H-] (lithium aluminum hydride). Run in O (water), O (water). Run at time 10 hour. The product is CN1C=2C(CNC3=C1C=CC=C3)=CSC2 (9,10-Dihydro-4-methyl-4H-thieno[3,4-b][1,5]benzodiazepine). RXN SMILES: [CH3:1][N:2]1[C:8]2[CH:9]=[CH:10][CH:11]=[CH:12][C:7]=2[NH:6][C:5](=O)[C:4]2=[CH:14][S:15][CH:16]=[C:3]12.O1CCCC1.[H-].[Al+3].[Li+].[H-].[H-].[H-].[OH-].[Na+]>O>[CH3:1][N:2]1[C:8]2[CH:9]=[CH:10][CH:11]=[CH:12][C:7]=2[NH:6][CH2:5][C:4]2=[CH:14][S:15][CH:16]=[C:3]12 |f:2.3.4.5.6.7,8.9|. Procedure: A mixture comprising 4 g. of 4,9-dihydro-4-methyl-10H-thieno[3,4-b][1,5]benzodiazepin-10-one [U.S. Pat. No. 3,953,430 (Example 2)] in 75 ml. of tetrahydrofuran is combined with 2 g. of lithium aluminum hydride in 50 ml. of tetrahydrofuran and refluxed under nitrogen with stirring for 10 hours. A 2 ml. portion of water is carefully added dropwise with cooling followed by 2 ml. of 15% sodium hydroxide and 6 ml. of water. The mixture is filtered and the precipitate is washed thoroughly with ether. ... Starting materials: Clc1cc(OCc2ccccc2)cc(Cl)c1CBr, C=CCCC(=O)N1C(=O)OCC1Cc1ccccc1, C1CCOC1, C[Si](C)(C)[N-][Si](C)(C)C, [Li+]. Product: C=CCC(Cc1c(Cl)cc(OCc2ccccc2)cc1Cl)C(=O)N1C(=O)OCC1Cc1ccccc1. As a reaction SMILES: [Br:30][CH2:31][c:32]1[c:33]([Cl:47])[cH:34][c:35]([O:39][CH2:40][c:41]2[cH:42][cH:43][cH:44][cH:45][cH:46]2)[cH:36][c:37]1[Cl:38].[CH2:1]([c:2]1[cH:3][cH:4][cH:5][cH:6][cH:7]1)[CH:8]1[N:9]([C:14]([CH2:15][CH2:16][CH:17]=[CH2:18])=[O:19])[C:10](=[O:13])[O:11][CH2:12]1.[CH2:48]1[O:49][CH2:50][CH2:51][CH2:52]1.[CH3:21][Si:22]([N-:23][Si:24]([CH3:25])([CH3:26])[CH3:27])([CH3:28])[CH3:29].[Li+:20]>>[CH2:1]([c:2]1[cH:3][cH:4][cH:5][cH:6][cH:7]1)[CH:8]1[N:9]([C:14]([CH:15]([CH2:16][CH:17]=[CH2:18])[CH2:31][c:32]2[c:33]([Cl:47])[cH:34][c:35]([O:39][CH2:40][c:41]3[cH:42][cH:43][cH:44][cH:45][cH:46]3)[cH:36][c:37]2[Cl:38])=[O:19])[C:10](=[O:13])[O:11][CH2:12]1. Starting materials: C1CNCCN1, CN(C)C=O, CCO, Nc1nc(-n2cc(C(=O)O)c(=O)c3cc(F)c(F)c(Cl)c32)c(F)cc1F. Yields the product Nc1nc(-n2cc(C(=O)O)c(=O)c3cc(F)c(N4CCNCC4)c(Cl)c32)c(F)cc1F. Reaction SMILES: [CH2:32]1[CH2:33][NH:34][CH2:35][CH2:36][NH:37]1.[CH3:1][N:2]([CH3:3])[CH:4]=[O:5].[CH3:38][CH2:39][OH:40].[NH2:6][c:7]1[c:8]([F:31])[cH:9][c:10]([F:30])[c:11](-[n:13]2[cH:14][c:15]([C:27](=[O:28])[OH:29])[c:16](=[O:26])[c:17]3[cH:18][c:19]([F:25])[c:20]([F:24])[c:21]([Cl:23])[c:22]23)[n:12]1>>[NH2:6][c:7]1[c:8]([F:31])[cH:9][c:10]([F:30])[c:11](-[n:13]2[cH:14][c:15]([C:27](=[O:28])[OH:29])[c:16](=[O:26])[c:17]3[cH:18][c:19]([F:25])[c:20]([N:34]4[CH2:33][CH2:32][NH:37][CH2:36][CH2:35]4)[c:21]([Cl:23])[c:22]23)[n:12]1. Starting materials: N[C@H]1[C@@H]2CC[C@H]([C@](C1)(N2CC2=CC=CC=C2)C2=CC=CC=C2)OCC2=CC(=CC(=C2)C(F)(F)F)C(F)(F)F ((1R*,2R*,5S*,6R*)-6-Amino-8-benzyl-2-{[3,5-bis(trifluoromethyl)phenyl]methoxy}-1-phenyl-8-azabicyclo[3.2.1]octane), C(C)OC(OCC)OCC (triethylorthoformate), [N-]=[N+]=[N-].[Na+] (Sodium azide). The solvent is C(C)(=O)O (acetic acid). Conditions: temperature 90 celsius. Yields the product C(C1=CC=CC=C1)N1[C@@]2([C@@H](CC[C@H]1[C@@H](C2)N2N=NN=C2)OCC2=CC(=CC(=C2)C(F)(F)F)C(F)(F)F)C2=CC=CC=C2 ((1R*,2R*,5S*,6R*)-8-Benzyl-2-{[3,5-bis(trifluoromethyl)phenyl]methoxy}-1-phenyl-6-(1H-tetrazol-1-yl)-8-azabicyclo[3.2.1]octane). Isolated yield 67.2%. As a reaction SMILES: [NH2:1][C@@H:2]1[CH2:8][C@:7]2([C:17]3[CH:22]=[CH:21][CH:20]=[CH:19][CH:18]=3)[N:9]([CH2:10][C:11]3[CH:16]=[CH:15][CH:14]=[CH:13][CH:12]=3)[C@H:3]1[CH2:4][CH2:5][C@H:6]2[O:23][CH2:24][C:25]1[CH:30]=[C:29]([C:31]([F:34])([F:33])[F:32])[CH:28]=[C:27]([C:35]([F:38])([F:37])[F:36])[CH:26]=1.[CH2:39](OC(OCC)OCC)C.[N-:49]=[N+:50]=[N-:51].[Na+]>C(O)(=O)C>[CH2:10]([N:9]1[C@@H:3]2[C@H:2]([N:1]3[CH:39]=[N:51][N:50]=[N:49]3)[CH2:8][C@@:7]1([C:17]1[CH:18]=[CH:19][CH:20]=[CH:21][CH:22]=1)[C@H:6]([O:23][CH2:24][C:25]1[CH:26]=[C:27]([C:35]([F:38])([F:36])[F:37])[CH:28]=[C:29]([C:31]([F:32])([F:33])[F:34])[CH:30]=1)[CH2:5][CH2:4]2)[C:11]1[CH:16]=[CH:15][CH:14]=[CH:13][CH:12]=1 |f:2.3|. Reported procedure: (1R*,2R*,5S*,6R*)-6-Amino-8-benzyl-2-{[3,5-bis(trifluoromethyl)phenyl]methoxy}-1-phenyl-8-azabicyclo[3.2.1]octane (Example 108; 209 mg, 0.39 mmol) in triethylorthoformate (3.5 ml, 19.22 mmol) and glacial acetic acid (1 ml) was heated to 90° C. Sodium azide (250 mg, 3.85 mmol) was added and the mixture further heated at 90° C. overnight. The mixture was cooled and partitioned between saturated sodium hydrogen carbonate solution and dichloromethane. The organics were dried (MgSO4) and concentrated... The reactants are CCN(C(C)C)C(C)C, COC(=O)C1CCCN1, CS(=O)(=O)OCCOc1ccc(C#Cc2ccc(-c3ccc(Cl)cc3)cn2)cc1, Cl, CN(C)C=O. Yields the product COC(=O)C1CCCN1CCOc1ccc(C#Cc2ccc(-c3ccc(Cl)cc3)cn2)cc1. Reaction SMILES: [CH2:1]([N:2]([CH:3]([CH3:4])[CH3:5])[CH:6]([CH3:7])[CH3:8])[CH3:9].[CH3:10][O:11][C:12]([CH:13]1[NH:14][CH2:15][CH2:16][CH2:17]1)=[O:18].[CH3:20][S:21]([O:22][CH2:25][CH2:26][O:27][c:28]1[cH:29][cH:30][c:31]([C:34]#[C:35][c:36]2[n:37][cH:38][c:39](-[c:42]3[cH:43][cH:44][c:45]([Cl:48])[cH:46][cH:47]3)[cH:40][cH:41]2)[cH:32][cH:33]1)(=[O:23])=[O:24].[ClH:19].[O:49]=[CH:50][N:51]([CH3:52])[CH3:53]>>[CH3:10][O:11][C:12]([CH:13]1[N:14]([CH2:25][CH2:26][O:27][c:28]2[cH:29][cH:30][c:31]([C:34]#[C:35][c:36]3[n:37][cH:38][c:39](-[c:42]4[cH:43][cH:44][c:45]([Cl:48])[cH:46][cH:47]4)[cH:40][cH:41]3)[cH:32][cH:33]2)[CH2:15][CH2:16][CH2:17]1)=[O:18]. Reactants: C(CC)C1=CC=2N(C(=N1)C)C(NN2)=O (7-n-propyl-5-methyl-1,2,4-triazolo[4,3-c]pyrimidin-3(2H)-one). Solvent: C(C)(=O)O (acetic acid). Yields the product C(CC)C1=CC=2N(C(=N1)C)NC(N2)=O (7-n-propyl-5-methyl-1,2,4-triazolo[1,5-c]pyrimidin-2(3H)-one). The yield is 77.4%. Reaction SMILES: [CH2:1]([C:4]1[N:9]=[C:8]([CH3:10])[N:7]2[C:11](=[O:14])[NH:12][N:13]=[C:6]2[CH:5]=1)[CH2:2][CH3:3]>C(O)(=O)C>[CH2:1]([C:4]1[N:9]=[C:8]([CH3:10])[N:13]2[NH:12][C:11](=[O:14])[N:7]=[C:6]2[CH:5]=1)[CH2:2][CH3:3]. Procedure details: A solution of 15.5 g of 7-n-propyl-5-methyl-1,2,4-triazolo[4,3-c]pyrimidin-3(2H)-one, prepared in Example 192, in 100 ml of acetic acid is heated to reflux for 20 h. The reaction mixture is then evaporated under vacuum, and the residue obtained crystallises in ethyl ether. The drained crystals are washed with ethyl ether and dried. 12 g of 7-n-propyl-5-methyl-1,2,4-triazolo[1,5-c]pyrimidin-2(3H)-one are obtained in the form of crystals of melting point 173° C. Starting materials: FC1=CC=CC=2N(C(N(C21)CCCC(C)([N+](=O)[O-])C)=O)C (4-fluoro-1-methyl-3-(4-methyl-4-nitro-pentyl)-1,3-dihydro-benzimidazol-2-one), [H][H] (hydrogen). Reagents/catalysts: [Ni] (Raney nickel). Solvent: CO (methanol). Yields the product NC(CCCN1C(N(C2=C1C(=CC=C2)F)C)=O)(C)C (3-(4-amino-4-methyl-pentyl)-4-fluoro-1-methyl-1,3-dihydro-benzimidazol-2-one). Reaction SMILES: [F:1][C:2]1[C:10]2[N:9]([CH2:11][CH2:12][CH2:13][C:14]([CH3:19])([N+:16]([O-])=O)[CH3:15])[C:8](=[O:20])[N:7]([CH3:21])[C:6]=2[CH:5]=[CH:4][CH:3]=1.[H][H]>CO.[Ni]>[NH2:16][C:14]([CH3:19])([CH3:15])[CH2:13][CH2:12][CH2:11][N:9]1[C:10]2[C:2]([F:1])=[CH:3][CH:4]=[CH:5][C:6]=2[N:7]([CH3:21])[C:8]1=[O:20]. Procedure: A solution of 2 g (6.7 mmol) 4-fluoro-1-methyl-3-(4-methyl-4-nitro-pentyl)-1,3-dihydro-benzimidazol-2-one in methanol is hydrogenated at 3 bar hydrogen pressure in the presence of Raney nickel. After separation of the catalyst hydrochloric acid in diethyl ether is added. The hydrochloride precipitated is filtered off and dried. Yield: 1.5 g (83%, hydrochloride); melting range=230-232° C.; mass spectroscopy: [M+H]+=303. The reactants are C(=O)(C(F)(F)F)O (TFA), ClC=1C=CC=2N(N1)C(=NN2)COC2=CC=NC1=CC(=CC=C21)OC (4-((6-chloro-[1,2,4]triazolo[4,3-b]pyridazin-3-yl)methoxy)-7-methoxyquinoline), CC1(OB(OC1(C)C)C=1C=NN(C1)C1CCN(CC1)C(=O)OC(C)(C)C)C (tert-butyl 4-(4-(4,4,5,5-tetramethyl-1,3,2-dioxaborolan-2-yl)-1H-pyrazol-1-yl)piperidine-1-carboxylate), C(=O)(O)[O-].[Na+] (NaHCO3). Reagents/catalysts: C1=CC=C(C=C1)P([C-]2C=CC=C2)C3=CC=CC=C3.C1=CC=C(C=C1)P([C-]2C=CC=C2)C3=CC=CC=C3.Cl[Pd]Cl.[Fe+2].C(Cl)Cl (PdCl2(dppf) CH2Cl2). Solvent: O1CCOCC1 (dioxane), CCOC(=O)C (EtOAc). Conditions: time 10 minute. Yields the product COC1=CC=C2C(=CC=NC2=C1)OCC1=NN=C2N1N=C(C=C2)C=2C=NN(C2)C2CCNCC2 (7-Methoxy-4-((6-(1-(piperidin-4-yl)-1H-pyrazol-4-yl)-[1,2,4]triazolo[4,3-b]pyridazin-3-yl)methoxy)quinoline). Reaction SMILES: Cl[C:2]1[CH:3]=[CH:4][C:5]2[N:6]([C:8]([CH2:11][O:12][C:13]3[C:22]4[C:17](=[CH:18][C:19]([O:23][CH3:24])=[CH:20][CH:21]=4)[N:16]=[CH:15][CH:14]=3)=[N:9][N:10]=2)[N:7]=1.CC1(C)C(C)(C)OB([C:33]2[CH:34]=[N:35][N:36]([CH:38]3[CH2:43][CH2:42][N:41](C(OC(C)(C)C)=O)[CH2:40][CH2:39]3)[CH:37]=2)O1.C([O-])(O)=O.[Na+].C(O)(C(F)(F)F)=O>CCOC(C)=O.C1C=CC(P(C2C=CC=CC=2)[C-]2C=CC=C2)=CC=1.C1C=CC(P(C2C=CC=CC=2)[C-]2C=CC=C2)=CC=1.Cl[Pd]Cl.[Fe+2].C(Cl)Cl.O1CCOCC1>[CH3:24][O:23][C:19]1[CH:18]=[C:17]2[C:22]([C:13]([O:12][CH2:11][C:8]3[N:6]4[N:7]=[C:2]([C:33]5[CH:34]=[N:35][N:36]([CH:38]6[CH2:43][CH2:42][NH:41][CH2:40][CH2:39]6)[CH:37]=5)[CH:3]=[CH:4][C:5]4=[N:10][N:9]=3)=[CH:14][CH:15]=[N:16]2)=[CH:21][CH:20]=1 |f:2.3,6.7.8.9.10|. Reported procedure: In a 50 mL sealable flask was charged with PdCl2(dppf)-CH2Cl2 adduct (0.011 g, 0.013 mmol), 4-((6-chloro-[1,2,4]triazolo[4,3-b]pyridazin-3-yl)methoxy)-7-methoxyquinoline (0.150 g, 0.44 mmol), tert-butyl 4-(4-(4,4,5,5-tetramethyl-1,3,2-dioxaborolan-2-yl)-1H-pyrazol-1-yl)piperidine-1-carboxylate (0.18 g, 0.48 mmol), sat NaHCO3 (0.75 ml, >0.97 mmol) and 4 mL dioxane. The vessel was sealed and the mixture heated at 80 C for 22 h. The mixture was allowed to cool to rt and diluted with EtOAc, the orga...